From a dataset of the Open Reaction Database (ORD), a public repository of structured organic reaction records. describe an organic reaction: reactants, conditions, products, and yield Reactants: C1(=CC=CC=C1)C(N1C(C2(C3=CC=CC(=C13)F)COC1=CC3=C(OCCO3)C=C12)=O)C1=CC=CC=C1 (1′-(diphenylmethyl)-7′-fluoro-2,3-dihydrospiro[furo[2,3-g][1,4]benzodioxine-8,3′-indol]-2′(1′H)-one), C(C)[SiH](CC)CC (triethylsilane). The solvent is FC(C(=O)O)(F)F (trifluoroacetic acid). The product is FC=1C=CC=C2C3(C(NC12)=O)COC1=CC2=C(OCCO2)C=C13 (7′-fluoro-2,3-dihydrospiro[furo[2,3-g][1,4]benzodioxine-8,3′-indol]-2′(1′H)-one). Isolated yield 26.9%. As a reaction SMILES: C1(C(C2C=CC=CC=2)[N:8]2[C:16]3[C:11](=[CH:12][CH:13]=[CH:14][C:15]=3[F:17])[C:10]3([C:29]4[C:20](=[CH:21][C:22]5[O:27][CH2:26][CH2:25][O:24][C:23]=5[CH:28]=4)[O:19][CH2:18]3)[C:9]2=[O:30])C=CC=CC=1.C([SiH](CC)CC)C>FC(F)(F)C(O)=O>[F:17][C:15]1[CH:14]=[CH:13][CH:12]=[C:11]2[C:16]=1[NH:8][C:9](=[O:30])[C:10]12[C:29]2[C:20](=[CH:21][C:22]3[O:27][CH2:26][CH2:25][O:24][C:23]=3[CH:28]=2)[O:19][CH2:18]1. Reported procedure: To a solution of 1′-(diphenylmethyl)-7′-fluoro-2,3-dihydrospiro[furo[2,3-g][1,4]benzodioxine-8,3′-indol]-2′(1′H)-one (0.59 g, 1.2 mmol) in trifluoroacetic acid (25 mL) was added triethylsilane (0.6 mL, 3.7 mmol). The reaction mixture was heated at reflux for 1 h, allowed to cool to ambient temperature and concentrated in vacuo. The residue was purified by column chromatography and eluted with a gradient of ethyl acetate in hexanes, followed by sequential trituration in acetonitrile and ethyl ace... Reactants: O[C@H]1CN([C@@H]2C(N([C@H]12)CC1=CC(=C(C=C1)OC)OC)=O)C(=O)OCC1=CC=CC=C1 (benzyl (1S,4S,5S)-4-hydroxy-6-(3,4-dimethoxybenzyl)-7-oxo-2,6-diazabicyclo[3.2.0]heptane-2-carboxylate), O=C1N[C@@H]2CCN([C@H]12)C(=O)OCC1=CC=CC=C1 (benzyl (1S,5R)-7-oxo-2,6-diazabicyclo[3.2.0]heptane-2-carboxylate). The product is O[C@H]1CN([C@@H]2C(N[C@H]12)=O)C(=O)OCC1=CC=CC=C1 (Benzyl (1S,4S,5S)-4-hydroxy-7-oxo-2,6-diazabicyclo[3.2.0]heptane-2-carboxylate). RXN SMILES: [OH:1][C@@H:2]1[C@@H:8]2[C@@H:5]([C:6](=[O:20])[N:7]2CC2C=CC(OC)=C(OC)C=2)[N:4]([C:21]([O:23][CH2:24][C:25]2[CH:30]=[CH:29][CH:28]=[CH:27][CH:26]=2)=[O:22])[CH2:3]1.O=C1[C@@H]2[C@@H](CCN2C(OCC2C=CC=CC=2)=O)N1>>[OH:1][C@@H:2]1[C@@H:8]2[C@@H:5]([C:6](=[O:20])[NH:7]2)[N:4]([C:21]([O:23][CH2:24][C:25]2[CH:30]=[CH:29][CH:28]=[CH:27][CH:26]=2)=[O:22])[CH2:3]1. Reported procedure: Benzyl (1S,4S,5S)-4-hydroxy-7-oxo-2,6-diazabicyclo[3.2.0]heptane-2-carboxylate was prepared from benzyl (1S,4S,5S)-4-hydroxy-6-(3,4-dimethoxybenzyl)-7-oxo-2,6-diazabicyclo[3.2.0]heptane-2-carboxylate (Example 1) in the same manner as described for benzyl (1S,5R)-7-oxo-2,6-diazabicyclo[3.2.0]heptane-2-carboxylate (Example 1). Starting materials: O=S(=O)(c1cccc(Br)c1)N1CCN(CCO)CC1, COc1ccc(CN(Cc2ccc(OC)cc2)c2ncc(-c3nc(N4CCOCC4)nc4c3CCN4c3cccc(S(=O)(=O)N4CCN(CCO)CC4)c3)cn2)cc1. Product: Nc1ncc(-c2nc(N3CCOCC3)nc3c2CCN3c2cccc(S(=O)(=O)N3CCN(CCO)CC3)c2)cn1. RXN SMILES: [Br:1][c:2]1[cH:3][c:4]([S:5]([N:6]2[CH2:7][CH2:8][N:9]([CH2:10][CH2:11][OH:12])[CH2:13][CH2:14]2)(=[O:15])=[O:16])[cH:17][cH:18][cH:19]1.[CH3:20][O:21][c:22]1[cH:23][cH:24][c:25]([CH2:26][N:27]([c:28]2[n:29][cH:30][c:31](-[c:34]3[c:35]4[c:36]([n:37][c:38]([N:40]5[CH2:41][CH2:42][O:43][CH2:44][CH2:45]5)[n:39]3)[N:46]([c:49]3[cH:50][c:51]([S:55](=[O:56])(=[O:57])[N:58]5[CH2:59][CH2:60][N:61]([CH2:64][CH2:65][OH:66])[CH2:62][CH2:63]5)[cH:52][cH:53][cH:54]3)[CH2:47][CH2:48]4)[cH:32][n:33]2)[CH2:67][c:68]2[cH:69][cH:70][c:71]([O:72][CH3:73])[cH:74][cH:75]2)[cH:76][cH:77]1>>[NH2:27][c:28]1[n:29][cH:30][c:31](-[c:34]2[c:35]3[c:36]([n:37][c:38]([N:40]4[CH2:41][CH2:42][O:43][CH2:44][CH2:45]4)[n:39]2)[N:46]([c:49]2[cH:50][c:51]([S:55](=[O:56])(=[O:57])[N:58]4[CH2:59][CH2:60][N:61]([CH2:64][CH2:65][OH:66])[CH2:62][CH2:63]4)[cH:52][cH:53][cH:54]2)[CH2:47][CH2:48]3)[cH:32][n:33]1. The reactants are CC(=O)O[BH-](OC(C)=O)OC(C)=O, O=C1CCC2(CC1)OCCO2, COc1ccccc1N1CCNCC1, CC(=O)O, ClCCCl, [Na+]. The product is COc1ccccc1N1CCN(C2CCC3(CC2)OCCO3)CC1. Reaction SMILES: [C:26]([O:27][BH-:28]([O:29][C:30](=[O:31])[CH3:32])[O:33][C:34](=[O:35])[CH3:36])(=[O:37])[CH3:38].[CH2:1]1[CH2:2][O:3][C:4]2([CH2:5][CH2:6][C:7](=[O:10])[CH2:8][CH2:9]2)[O:11]1.[CH3:12][O:13][c:14]1[c:15]([N:20]2[CH2:21][CH2:22][NH:23][CH2:24][CH2:25]2)[cH:16][cH:17][cH:18][cH:19]1.[CH3:40][C:41](=[O:42])[OH:43].[Cl:44][CH2:45][CH2:46][Cl:47].[Na+:39]>>[CH2:1]1[CH2:2][O:3][C:4]2([CH2:5][CH2:6][CH:7]([N:23]3[CH2:22][CH2:21][N:20]([c:15]4[c:14]([O:13][CH3:12])[cH:19][cH:18][cH:17][cH:16]4)[CH2:25][CH2:24]3)[CH2:8][CH2:9]2)[O:11]1. The reactants are CCOc1ccc(CC(C(=O)O)N2C(=O)c3ccccc3C2=O)cc1, ClCCl, [Cl-], O=C(OC(=O)C(F)(F)F)C(F)(F)F. Yields the product CCOc1ccc2c(c1)C(=O)C(N1C(=O)c3ccccc3C1=O)C2. RXN SMILES: [CH2:1]([CH3:2])[O:3][c:4]1[cH:5][cH:6][c:7]([CH2:10][CH:11]([C:12](=[O:13])[OH:14])[N:15]2[C:16](=[O:25])[c:17]3[cH:18][cH:19][cH:20][cH:21][c:22]3[C:23]2=[O:24])[cH:8][cH:9]1.[CH2:40]([Cl:41])[Cl:42].[Cl-:39].[F:26][C:27]([F:28])([F:29])[C:30]([O:31][C:32](=[O:33])[C:34]([F:35])([F:36])[F:37])=[O:38]>>[CH2:1]([CH3:2])[O:3][c:4]1[cH:5][cH:6][c:7]2[c:8]([cH:9]1)[C:12](=[O:14])[CH:11]([N:15]1[C:16](=[O:25])[c:17]3[cH:18][cH:19][cH:20][cH:21][c:22]3[C:23]1=[O:24])[CH2:10]2.